From a dataset of the Open Reaction Database (ORD), a public repository of structured organic reaction records. describe an organic reaction: reactants, conditions, products, and yield Starting materials: CCOC(=O)C (EtOAc), C(C(=C)C)(=O)OCCS(=O)CC(=O)O (2-(2-(methacryloyloxy)ethylsulfinyl)acetic acid), C[C@@H]1C[C@H]2[C@@H]3CCC4=CC(=O)C=C[C@@]4([C@]3([C@H](C[C@@]2([C@]1(C(=O)CO)O)C)O)F)C (dexamethasone), C1CCC(CC1)N=C=NC2CCCCC2 (DCC). The reagents and catalysts are CN(C)C=1C=CN=CC1 (DMAP). Run in C1CCOC1 (THF), C1CCOC1 (THF). Run at time 8 hour. The product is C(C(=C)C)(=O)O.C(C(=C)C)(=O)OCCS(=O)CC(=O)OCC(=O)[C@]1([C@@H](CC2[C@@H]3CCC4=CC(C=C[C@@]4([C@]3([C@H](CC12C)O)F)C)=O)C)O (2-(2-(2-((8S,9R,10S,11S,16R,17R)-9-fluoro-11,17-dihydroxy-10,13,16-trimethyl-3-oxo-6,7,8,9,10,11,12,13,14,15,16,17-dodecahydro-3H-cyclopenta[α]phenanthren-17-yl)-2-oxoethoxy)-2-oxoethylsulfinyl)ethyl methacrylate methacrylate). The yield is 73.0%. Reaction SMILES: [C:1]([O:6][CH2:7][CH2:8][S:9]([CH2:11][C:12]([OH:14])=[O:13])=[O:10])(=[O:5])[C:2]([CH3:4])=[CH2:3].[CH3:15][C@H:16]1[C@:33]([OH:38])([C:34]([CH2:36]O)=[O:35])[C@:32]2([CH3:39])[C@H:18]([C@H:19]3[C@:29]([F:41])([C@@H:30]([OH:40])[CH2:31]2)[C@:28]2([CH3:42])[C:22](=[CH:23][C:24]([CH:26]=[CH:27]2)=[O:25])[CH2:21][CH2:20]3)[CH2:17]1.C1CCC(N=C=NC2CCCCC2)CC1.CCOC(C)=O>C1COCC1.CN(C1C=CN=CC=1)C>[C:1]([OH:6])(=[O:5])[C:2]([CH3:4])=[CH2:3].[C:1]([O:6][CH2:7][CH2:8][S:9]([CH2:11][C:12]([O:14][CH2:36][C:34]([C@:33]1([OH:38])[C:32]2([CH3:39])[CH:18]([C@H:19]3[C@:29]([F:41])([C@@H:30]([OH:40])[CH2:31]2)[C@:28]2([CH3:42])[C:22](=[CH:23][C:24](=[O:25])[CH:26]=[CH:27]2)[CH2:21][CH2:20]3)[CH2:17][C@H:16]1[CH3:15])=[O:35])=[O:13])=[O:10])(=[O:5])[C:2]([CH3:4])=[CH2:3] |f:6.7|. Reported procedure: 5 (0.54 g, 2.4 mmol, 1.05 eqv.) was dissolved in dry THF (5 mL) and DMAP (0.14 g, 1.2 mmol, 0.5 eqv.) was added to the solution under nitrogen. After cooling on ice, a dexamethasone solution (0.91 g, 2.3 mmol, 1 eqv.) in dry THF (25 mL) and DCC (0.525 g, 2.5 mmol, 1.1 eqv.) were added to the mixture. The reaction mixture was slowly warmed to room temperature and stirred overnight at RT. The completion of the reaction was confirmed by TLC (EtOAc/Hex, 20:1 (v/v), Rf: 0.24). Most of the solvent was... The reactants are COc1ccccc1N1CCN(CCn2c(=O)[nH]c3ccsc3c2=O)CC1, CN(C)C=O, CCOC(=O)Cl, [H-], [Na+], O. The product is CCOC(=O)n1c(=O)n(CCN2CCN(c3ccccc3OC)CC2)c(=O)c2sccc21. As a reaction SMILES: [CH3:1][O:2][c:3]1[c:4]([N:9]2[CH2:10][CH2:11][N:12]([CH2:15][CH2:16][n:17]3[c:18](=[O:27])[nH:19][c:20]4[c:21]([c:22]3=[O:23])[s:24][cH:25][cH:26]4)[CH2:13][CH2:14]2)[cH:5][cH:6][cH:7][cH:8]1.[CH3:37][N:38]([CH3:39])[CH:40]=[O:41].[Cl:30][C:31](=[O:32])[O:33][CH2:34][CH3:35].[H-:28].[Na+:29].[OH2:36]>>[CH3:1][O:2][c:3]1[c:4]([N:9]2[CH2:10][CH2:11][N:12]([CH2:15][CH2:16][n:17]3[c:18](=[O:27])[n:19]([C:31](=[O:32])[O:33][CH2:34][CH3:35])[c:20]4[c:21]([c:22]3=[O:23])[s:24][cH:25][cH:26]4)[CH2:13][CH2:14]2)[cH:5][cH:6][cH:7][cH:8]1. Starting materials: OO (Hydrogen peroxide), [OH-].[Na+] (sodium hydroxide), CC1=CC=C(CN(CC2=CC=C(C=C2)C)CCCC#N)C=C1 (4-(N,N-bis-(4-methylbenzyl)amino]butyronitrile), O (water). The reagents and catalysts are S(=O)(=O)(O)[O-].C(CCC)[N+](CCCC)(CCCC)CCCC (tetra-n-butylammonium hydrogensulphate). Run in ClCCl (dichloromethane), ClCCl (dichloromethane). Conditions: time 16 hour. The product is CC1=CC=C(CN(CC2=CC=C(C=C2)C)CCCC(=O)N)C=C1 (4-[N,N-Bis-(4-methylbenzyl)amino]butyramide). RXN SMILES: [OH:1]O.[OH-].[Na+].[CH3:5][C:6]1[CH:26]=[CH:25][C:9]([CH2:10][N:11]([CH2:20][CH2:21][CH2:22][C:23]#[N:24])[CH2:12][C:13]2[CH:18]=[CH:17][C:16]([CH3:19])=[CH:15][CH:14]=2)=[CH:8][CH:7]=1.O>S([O-])(O)(=O)=O.C([N+](CCCC)(CCCC)CCCC)CCC.ClCCl>[CH3:19][C:16]1[CH:17]=[CH:18][C:13]([CH2:12][N:11]([CH2:20][CH2:21][CH2:22][C:23]([NH2:24])=[O:1])[CH2:10][C:9]2[CH:8]=[CH:7][C:6]([CH3:5])=[CH:26][CH:25]=2)=[CH:14][CH:15]=1 |f:1.2,5.6|. Procedure details: Hydrogen peroxide (30% w/v; 5.67 ml), tetra-n-butylammonium hydrogensulphate (1.70 g) and 5N aqueous sodium hydroxide (4 ml) were added successively to a stirred solution of 4-(N,N-bis-(4-methylbenzyl)amino]butyronitrile (2.93 g) in dichloromethane (10 ml), with water cooling. The mixture was stirred vigorously at room temperature for 16 hours then dichloromethane (100 ml) was added. The layers were separated and the organic phase was washed with saturated aqueous sodium chloride (1×10 ml), drie... Reactants: CC(=O)Nc1nc(C)c(-c2cc(S(=O)(=O)Cl)sc2Br)s1, C1COCCN1, CCN(C(C)C)C(C)C, ClCCl. Product: CC(=O)Nc1nc(C)c(-c2cc(S(=O)(=O)N3CCOCC3)sc2Br)s1. As a reaction SMILES: [C:1]([CH3:2])(=[O:3])[NH:4][c:5]1[s:6][c:7](-[c:11]2[cH:12][c:13]([S:17](=[O:18])(=[O:19])[Cl:20])[s:14][c:15]2[Br:16])[c:8]([CH3:10])[n:9]1.[CH2:21]1[CH2:22][O:23][CH2:24][CH2:25][NH:26]1.[CH:27]([N:28]([CH2:29][CH3:30])[CH:31]([CH3:32])[CH3:33])([CH3:34])[CH3:35].[Cl:36][CH2:37][Cl:38]>>[C:1]([CH3:2])(=[O:3])[NH:4][c:5]1[s:6][c:7](-[c:11]2[cH:12][c:13]([S:17](=[O:18])(=[O:19])[N:26]3[CH2:21][CH2:22][O:23][CH2:24][CH2:25]3)[s:14][c:15]2[Br:16])[c:8]([CH3:10])[n:9]1. Reactants: C(=O)(C=C)Cl (acryl chloride), C(C)(C)(C1=CC=CC=C1)C1=C(C=CC=C1)O (cumylphenol), C([O-])([O-])=O.[Ca+2] (calcium carbonate). Run in C1(=CC=CC=C1)C (toluene). Conditions: time 2 hour. Product: C(C=C)(=O)OC1=C(C=CC=C1)C(C)(C)C1=CC=CC=C1 (Cumylphenyl acrylate), oil. Yield: 84.0%. Reaction SMILES: [C:1]([C:10]1[CH:15]=[CH:14][CH:13]=[CH:12][C:11]=1[OH:16])([C:4]1[CH:9]=[CH:8][CH:7]=[CH:6][CH:5]=1)([CH3:3])[CH3:2].C(=O)([O-])[O-].[Ca+2].[C:22](Cl)([CH:24]=[CH2:25])=[O:23]>C1(C)C=CC=CC=1>[C:22]([O:16][C:11]1[CH:12]=[CH:13][CH:14]=[CH:15][C:10]=1[C:1]([C:4]1[CH:9]=[CH:8][CH:7]=[CH:6][CH:5]=1)([CH3:3])[CH3:2])(=[O:23])[CH:24]=[CH2:25] |f:1.2|. Procedure: Cumylphenyl acrylate was prepared in the apparatus described in Example A. One mole of cumylphenol and 2 moles of calcium carbonate were slurried in the presence of 1 liter of toluene solvent. During a period of 2 hours, one mole of acryl chloride was added to the solution while the temperature was maintained at 40° to 50° C. The reaction mixture was filtered and the filtrate distilled at 5 mm Hg. to produce a pale yellow oil boiling at 198° to 203° C. The yield was 84%. Gas chromatographic assa...